Dataset: the Open Reaction Database (ORD), a public repository of structured organic reaction records. Task: describe an organic reaction: reactants, conditions, products, and yield Starting materials: C(C)C1=C(OC2=C(C=CC=C2)[C@@](CCCCOC)(O)[C@H]2CN(CCC2)C(=O)N[C@@H](CO)CN(C(=O)OCC[Si](C)(C)C)C)C=CC=C1 ((3R)-3-((S)-1-(2-(2-ethylphenoxy)phenyl)-1-hydroxy-5-methoxypentyl)-N-((R)-1-hydroxy-3-(N-methyl-N-(2-(trimethylsilyl)ethoxycarbonyl)amino)propan-2-yl)piperidine-1-carboxamide), [F-].C(C)[N+](CC)(CC)CC (tetraethylammonium fluoride). Solvent: C(C)#N (acetonitrile). Reaction conditions: temperature 50 celsius. Product: C(C)C1=C(OC2=C(C=CC=C2)[C@@](CCCCOC)(O)[C@H]2CN(CCC2)C(=O)N[C@@H](CO)CNC)C=CC=C1 ((3R)-3-((S)-1-(2-(2-ethylphenoxy)phenyl)-1-hydroxy-5-methoxypentyl)-N-((R)-1-hydroxy-3-(methylamino) propan-2-yl)piperidine-1-carboxamide). Isolated yield 37.9%. Reaction SMILES: [CH2:1]([C:3]1[CH:47]=[CH:46][CH:45]=[CH:44][C:4]=1[O:5][C:6]1[CH:11]=[CH:10][CH:9]=[CH:8][C:7]=1[C@:12]([C@@H:20]1[CH2:25][CH2:24][CH2:23][N:22]([C:26]([NH:28][C@H:29]([CH2:32][N:33](C)[C:34](OCC[Si](C)(C)C)=O)[CH2:30][OH:31])=[O:27])[CH2:21]1)([OH:19])[CH2:13][CH2:14][CH2:15][CH2:16][O:17][CH3:18])[CH3:2].[F-].C([N+](CC)(CC)CC)C>C(#N)C>[CH2:1]([C:3]1[CH:47]=[CH:46][CH:45]=[CH:44][C:4]=1[O:5][C:6]1[CH:11]=[CH:10][CH:9]=[CH:8][C:7]=1[C@:12]([C@@H:20]1[CH2:25][CH2:24][CH2:23][N:22]([C:26]([NH:28][C@H:29]([CH2:32][NH:33][CH3:34])[CH2:30][OH:31])=[O:27])[CH2:21]1)([OH:19])[CH2:13][CH2:14][CH2:15][CH2:16][O:17][CH3:18])[CH3:2] |f:1.2|. Reported procedure: To a solution of (3R)-3-((S)-1-(2-(2-ethylphenoxy)phenyl)-1-hydroxy-5-methoxypentyl)-N-((R)-1-hydroxy-3-(N-methyl-N-(2-(trimethylsilyl)ethoxycarbonyl)amino)propan-2-yl)piperidine-1-carboxamide (10.0 mg, 0.01 mmol) in acetonitrile (1.0 mL) was added excess tetraethylammonium fluoride. The resulting solution was heated at 50° C. for 2 h, and concentrated under vacuum. The residue was purified by prep HPLC to give (3R)-3-((S)-1-(2-(2-ethylphenoxy)phenyl)-1-hydroxy-5-methoxypentyl)-N-((R)-1-hydroxy-...